The task is: describe an organic reaction: reactants, conditions, products, and yield. This data is from the Open Reaction Database (ORD), a public repository of structured organic reaction records. Reactants: [N+](=O)([O-])C=1C=C(CN)C=CC1 (3-nitrobenzylamine), ClC=1C2=C(N=C(N1)C1=CC=NO1)SC(=C2)[N+](=O)[O-] (4-chloro-2-(isoxazol-5-yl)-6-nitro-thieno-[2,3-d]-pyrimidine). Product: O1N=CC=C1C=1N=C(C2=C(N1)SC(=C2)[N+](=O)[O-])NCC2=CC(=CC=C2)[N+](=O)[O-] (2-(isoxazol-5-yl)-4-(3-nitrobenzylamino)-6-nitro-thieno-[2,3-d]-pyrimidine). As a reaction SMILES: [N+:1]([C:4]1[CH:5]=[C:6]([CH:9]=[CH:10][CH:11]=1)[CH2:7][NH2:8])([O-:3])=[O:2].Cl[C:13]1[C:14]2[CH:26]=[C:25]([N+:27]([O-:29])=[O:28])[S:24][C:15]=2[N:16]=[C:17]([C:19]2[O:23][N:22]=[CH:21][CH:20]=2)[N:18]=1>>[O:23]1[C:19]([C:17]2[N:18]=[C:13]([NH:8][CH2:7][C:6]3[CH:9]=[CH:10][CH:11]=[C:4]([N+:1]([O-:3])=[O:2])[CH:5]=3)[C:14]3[CH:26]=[C:25]([N+:27]([O-:29])=[O:28])[S:24][C:15]=3[N:16]=2)=[CH:20][CH:21]=[N:22]1. Reported procedure: With the procedure of Example 1, the reaction of 3-nitrobenzylamine with 4-chloro-2-(isoxazol-5-yl)-6-nitro-thieno-[2,3-d]-pyrimidine yields 2-(isoxazol-5-yl)-4-(3-nitrobenzylamino)-6-nitro-thieno-[2,3-d]-pyrimidine. Reactants: CCc1cc(-c2ccc(F)cc2)c(O)cc1OCCCOc1cccc(OCCCCC(=O)N(C)C)c1CCC(=O)O, CCc1cc(-c2ccc(F)cc2)c(O)cc1OCCCOc1ccccc1CCC(=O)O. Yields the product CCc1cc(-c2ccc(F)cc2)c(O)cc1OCCCOc1cccc(OCCCCC(=O)O)c1CCC(=O)O. Reaction SMILES: [CH2:1]([CH3:2])[c:3]1[c:4]([O:5][CH2:6][CH2:7][CH2:8][O:9][c:10]2[c:11]([CH2:26][CH2:27][C:28](=[O:29])[OH:30])[c:12]([O:16][CH2:17][CH2:18][CH2:19][CH2:20][C:21](=[O:22])[N:23]([CH3:24])[CH3:25])[cH:13][cH:14][cH:15]2)[cH:31][c:32]([OH:42])[c:33](-[c:35]2[cH:36][cH:37][c:38]([F:41])[cH:39][cH:40]2)[cH:34]1.[CH2:43]([c:44]1[cH:45][c:46](-[c:48]2[cH:49][cH:50][c:51]([F:52])[cH:53][cH:54]2)[c:55]([OH:56])[cH:57][c:58]1[O:47][CH2:59][CH2:60][CH2:61][O:62][c:63]1[cH:64][cH:65][cH:66][cH:67][c:68]1[CH2:69][CH2:70][C:71]([OH:72])=[O:73])[CH3:74]>>[CH2:1]([CH3:2])[c:3]1[c:4]([O:5][CH2:6][CH2:7][CH2:8][O:9][c:10]2[c:11]([CH2:26][CH2:27][C:28](=[O:29])[OH:30])[c:12]([O:16][CH2:17][CH2:18][CH2:19][CH2:20][C:21](=[O:22])[OH:47])[cH:13][cH:14][cH:15]2)[cH:31][c:32]([OH:42])[c:33](-[c:35]2[cH:36][cH:37][c:38]([F:41])[cH:39][cH:40]2)[cH:34]1. The reactants are O (water), COC1=C(C(=O)Cl)C=CC(=C1)NC(C(C)(C)C)=O (2-Methoxy-4-(2',2'-dimethylpropionamido)-benzoyl chloride), CNC (dimethylamine), aqueous solution. Solvent: C1CCOC1 (THF), C1CCOC1 (THF). Conditions: time 1 hour. The product is COC1=C(C(=O)N(C)C)C=CC(=C1)NC(C(C)(C)C)=O (2-methoxy-4-(2',2'-dimethylpropionamido)-N,N-dimethylbenzamide). Reaction SMILES: [CH3:1][O:2][C:3]1[CH:11]=[C:10]([NH:12][C:13](=[O:18])[C:14]([CH3:17])([CH3:16])[CH3:15])[CH:9]=[CH:8][C:4]=1[C:5](Cl)=[O:6].[CH3:19][NH:20][CH3:21].O>C1COCC1>[CH3:1][O:2][C:3]1[CH:11]=[C:10]([NH:12][C:13](=[O:18])[C:14]([CH3:17])([CH3:16])[CH3:15])[CH:9]=[CH:8][C:4]=1[C:5]([N:20]([CH3:21])[CH3:19])=[O:6]. Reported procedure: 2-Methoxy-4-(2',2'-dimethylpropionamido)-benzoyl chloride (1.12 g) in dry THF (10 ml) was added dropwise over 30 minutes to a stirred solution of dimethylamine (1.17 g of a 40% aqueous solution) in THF (15 ml) at 0°-5° C. After completion of the addition the solution was stirred for 1 hour at 5°-10° C., stood at room temperature overnight, poured into water, and extracted with ethyl acetate. The extract was dried and evaporated to give the product as a yellow solid (0.889 g), m.p. 143°-144° C. The reactants are Cc1cc(C23CC(C)(C)CC(C)(C)C2O3)ccc1F, c1ccccc1. Yields the product Cc1cc(C2CC(C)(C)CC(C)(C)C2=O)ccc1F. RXN SMILES: [F:1][c:2]1[c:3]([CH3:19])[cH:4][c:5]([C:8]23[CH:9]([C:10]([CH3:16])([CH3:17])[CH2:11][C:12]([CH3:14])([CH3:15])[CH2:13]2)[O:18]3)[cH:6][cH:7]1.[cH:20]1[cH:21][cH:22][cH:23][cH:24][cH:25]1>>[F:1][c:2]1[c:3]([CH3:19])[cH:4][c:5]([CH:8]2[C:9](=[O:18])[C:10]([CH3:16])([CH3:17])[CH2:11][C:12]([CH3:14])([CH3:15])[CH2:13]2)[cH:6][cH:7]1. Solvent: C1CCOC1 (THF). Procedure: To a solution of 2-((3-(8-(tert-butyldimethylsilyloxy)quinolin-2-yl)-[1,2,4]triazolo[4,3-a]pyridin-7-yl)methyl)isoindoline-1,3-dione (1.012 g, 1.889 mmol) and silica gel (3 g) in THF (20 mL) was added TBAF (2.267 mL, 2.267 mmol) (1M in THF). The reaction was stirred for 20 minutes, then filtered and washed with DCM/MeOH (10:1). The combined organics were concentrated in vacuo to afford the desired crude product. Yields the product OC=1C=CC=C2C=CC(=NC12)C1=NN=C2N1C=CC(=C2)CN2C(C1=CC=CC=C1C2=O)=O (2-((3-(8-hydroxyquinolin-2-yl)-[1,2,4]triazolo[4,3-a]pyridin-7-yl)methyl)isoindoline-1,3-dione). Starting materials: [Si](C)(C)(C(C)(C)C)OC=1C=CC=C2C=CC(=NC12)C1=NN=C2N1C=CC(=C2)CN2C(C1=CC=CC=C1C2=O)=O (2-((3-(8-(tert-butyldimethylsilyloxy)quinolin-2-yl)-[1,2,4]triazolo[4,3-a]pyridin-7-yl)methyl)isoindoline-1,3-dione), CCCC[N+](CCCC)(CCCC)CCCC.[F-] (TBAF). Reaction conditions: time 20 minute. As a reaction SMILES: [Si]([O:8][C:9]1[CH:10]=[CH:11][CH:12]=[C:13]2[C:18]=1[N:17]=[C:16]([C:19]1[N:23]3[CH:24]=[CH:25][C:26]([CH2:28][N:29]4[C:37](=[O:38])[C:36]5[C:31](=[CH:32][CH:33]=[CH:34][CH:35]=5)[C:30]4=[O:39])=[CH:27][C:22]3=[N:21][N:20]=1)[CH:15]=[CH:14]2)(C(C)(C)C)(C)C.CCCC[N+](CCCC)(CCCC)CCCC.[F-]>C1COCC1>[OH:8][C:9]1[CH:10]=[CH:11][CH:12]=[C:13]2[C:18]=1[N:17]=[C:16]([C:19]1[N:23]3[CH:24]=[CH:25][C:26]([CH2:28][N:29]4[C:37](=[O:38])[C:36]5[C:31](=[CH:32][CH:33]=[CH:34][CH:35]=5)[C:30]4=[O:39])=[CH:27][C:22]3=[N:21][N:20]=1)[CH:15]=[CH:14]2 |f:1.2|.